This data is from the Open Reaction Database (ORD), a public repository of structured organic reaction records. The task is: describe an organic reaction: reactants, conditions, products, and yield Yields the product CCOC(=O)COc1cc(Cl)ccc1C(=O)NCc1ccc(Br)cc1F. Reactants: O=C(NCc1ccc(Br)cc1F)c1ccc(Cl)cc1O, CCOC(=O)CBr, CC(C)=O, [K+], [K+], O=C([O-])[O-]. As a reaction SMILES: [Br:1][c:2]1[cH:3][c:4]([F:20])[c:5]([CH2:6][NH:7][C:8]([c:9]2[c:10]([OH:16])[cH:11][c:12]([Cl:15])[cH:13][cH:14]2)=[O:17])[cH:18][cH:19]1.[Br:27][CH2:28][C:29](=[O:30])[O:31][CH2:32][CH3:33].[CH3:34][C:35](=[O:36])[CH3:37].[K+:21].[K+:22].[O-:23][C:24]([O-:25])=[O:26]>>[Br:1][c:2]1[cH:3][c:4]([F:20])[c:5]([CH2:6][NH:7][C:8]([c:9]2[c:10]([O:16][CH2:28][C:29](=[O:30])[O:31][CH2:32][CH3:33])[cH:11][c:12]([Cl:15])[cH:13][cH:14]2)=[O:17])[cH:18][cH:19]1. The reactants are COC(=O)C1=NC=C(N=C1)OCC=1C(=NOC1)C1=CC=C(C=C1)F (5-[3-(4-fluoro-phenyl)-isoxazol-4-ylmethoxy]-pyrazine-2-carboxylic acid methyl ester), NCC1CC1 (aminomethylcyclopropane). The product is C1(CC1)CNC(=O)C1=NC=C(N=C1)OCC=1C(=NOC1)C1=CC=C(C=C1)F (5-[3-(4-Fluoro-phenyl)-isoxazol-4-ylmethoxy]-pyrazine-2-carboxylic acid cyclopropylmethyl-amide). The yield is 52.0%. Reaction SMILES: CO[C:3]([C:5]1[CH:10]=[N:9][C:8]([O:11][CH2:12][C:13]2[C:14]([C:18]3[CH:23]=[CH:22][C:21]([F:24])=[CH:20][CH:19]=3)=[N:15][O:16][CH:17]=2)=[CH:7][N:6]=1)=[O:4].[NH2:25][CH2:26][CH:27]1[CH2:29][CH2:28]1>>[CH:27]1([CH2:26][NH:25][C:3]([C:5]2[CH:10]=[N:9][C:8]([O:11][CH2:12][C:13]3[C:14]([C:18]4[CH:19]=[CH:20][C:21]([F:24])=[CH:22][CH:23]=4)=[N:15][O:16][CH:17]=3)=[CH:7][N:6]=2)=[O:4])[CH2:29][CH2:28]1. Reported procedure: As described for example 13 g, 5-[3-(4-fluoro-phenyl)-isoxazol-4-ylmethoxy]-pyrazine-2-carboxylic acid methyl ester (75 mg, 0.23 mmol) was converted, using aminomethylcyclopropane instead of 2,2,2-trifluoroethylamine, to the title compound (44 mg, 52%) which was obtained as a light yellow solid. MS: m/e=427.0 [M+OAc]+. Reactants: BrC=1C=NC(=NC1)Cl (5-bromo-2-chloropyrimidine), NC1=CC(=C(C=C1)O)Cl (4-amino-2-chlorophenol), C([O-])([O-])=O.[K+].[K+] (potassium carbonate), CS(=O)C (dimethylsulfoxide). Run in O (water). Yields the product BrC=1C=NC(=NC1)OC1=C(C=C(N)C=C1)Cl (4-(5-bromo-2-pyrimidinyloxy)-3-chloroaniline). Procedure details: Into a flask, 7.00 g of 5-bromo-2-chloropyrimidine, 5.19 g of 4-amino-2-chlorophenol, 9.98 g of potassium carbonate and 70 ml of dimethylsulfoxide were introduced, and reacted in a nitrogen atmosphere at 120° C. for 1.5 hours under stirring. After the completion of the reaction, the product was poured into water, and extracted with ethyl acetate. The extract was washed with water and a saturated sodium chloride aqueous solution, dried over anhydrous sodium sulfate, and then purified by silica ge... Isolated yield 62.6%. Reaction SMILES: [Br:1][C:2]1[CH:3]=[N:4][C:5](Cl)=[N:6][CH:7]=1.[NH2:9][C:10]1[CH:15]=[CH:14][C:13]([OH:16])=[C:12]([Cl:17])[CH:11]=1.C(=O)([O-])[O-].[K+].[K+].CS(C)=O>O>[Br:1][C:2]1[CH:3]=[N:4][C:5]([O:16][C:13]2[CH:14]=[CH:15][C:10]([NH2:9])=[CH:11][C:12]=2[Cl:17])=[N:6][CH:7]=1 |f:2.3.4|. Reactants: BrCC(=O)C1=CC(=C2CN(C(N(C2=C1)C1=C(C=CC=C1Cl)Cl)=O)CC1=CC=C(C=C1)OC)C1=C(C=CC=C1)Cl (7-(bromoacetyl)-5-(2-chlorophenyl)-1-(2,6-dichlorophenyl)-3-(4-methoxybenzyl)-3,4-dihydroquinazolin-2(1H)-one), C(C)(C)N1CCNCC1 (1-isopropylpiperazine). Run in C(Cl)Cl (CH2Cl2). Run at time 1.5 hour. Product: ClC1=C(C=CC=C1)C1=C2CN(C(N(C2=CC(=C1)C(CN1CCN(CC1)C(C)C)=O)C1=C(C=CC=C1Cl)Cl)=O)CC1=CC=C(C=C1)OC (5-(2-Chlorophenyl)-1-(2,6-dichlorophenyl)-7-[(4-isopropylpiperazin-1-yl)acetyl]-3-(4-methoxybenzyl)-3,4-dihydroquinazolin-2(1H)-one). As a reaction SMILES: Br[CH2:2][C:3]([C:5]1[CH:14]=[C:13]2[C:8]([CH2:9][N:10]([CH2:24][C:25]3[CH:30]=[CH:29][C:28]([O:31][CH3:32])=[CH:27][CH:26]=3)[C:11](=[O:23])[N:12]2[C:15]2[C:20]([Cl:21])=[CH:19][CH:18]=[CH:17][C:16]=2[Cl:22])=[C:7]([C:33]2[CH:38]=[CH:37][CH:36]=[CH:35][C:34]=2[Cl:39])[CH:6]=1)=[O:4].[CH:40]([N:43]1[CH2:48][CH2:47][NH:46][CH2:45][CH2:44]1)([CH3:42])[CH3:41]>C(Cl)Cl>[Cl:39][C:34]1[CH:35]=[CH:36][CH:37]=[CH:38][C:33]=1[C:7]1[CH:6]=[C:5]([C:3](=[O:4])[CH2:2][N:46]2[CH2:47][CH2:48][N:43]([CH:40]([CH3:42])[CH3:41])[CH2:44][CH2:45]2)[CH:14]=[C:13]2[C:8]=1[CH2:9][N:10]([CH2:24][C:25]1[CH:30]=[CH:29][C:28]([O:31][CH3:32])=[CH:27][CH:26]=1)[C:11](=[O:23])[N:12]2[C:15]1[C:16]([Cl:22])=[CH:17][CH:18]=[CH:19][C:20]=1[Cl:21]. Reported procedure: To a solution of 7-(bromoacetyl)-5-(2-chlorophenyl)-1-(2,6-dichlorophenyl)-3-(4-methoxybenzyl)-3,4-dihydroquinazolin-2(1H)-one (38 mg, 0.059 mmol) in CH2Cl2 (1 mL) was 1-isopropylpiperazine (15 mg, 0.118 mmol) at rt. The reaction mixture was stirred for 1.5 h, then the solvent was removed in vacuo. The resulting crude material was purified by preparative thin layer chromatography using 10% MeOH in CH2Cl2 as an eluent to give the title compound. Mass spectrum (ESI): 691.2 (M+1). The reactants are C[Si](C)(C)[N-][Si](C)(C)C.[K+] (potassium bis(trimethylsilyl)amide), C(=O)([O-])[O-].[K+].[K+] (K2CO3), ClC1=C(C=C(C=C1)NC=1NC(=NN1)C1=CC=C(C=C1)O)C(F)(F)F (4-[5-(4-chloro-3-trifluoromethyl-phenylamino)-4H[1,2,4]triazol-3-yl]-phenol), BrC=1C=NC=CC1 (3-bromopyridine). Solvent: CN(C)C=O (DMF), CO (MeOH). Conditions: temperature 80 celsius. Yields the product FC(C(=O)O)(F)F.ClC1=C(C=C(C=C1)NC1=NN=C(N1)C1=CC=C(C=C1)OC=1C=NC=CC1)C(F)(F)F ((4-chloro-3-trifluoromethyl-phenyl)-{5-[4-(pyridin-3-yloxy)-phenyl]-4H-[1,2,4]triazol-3-yl}-amine trifluoroacetic acid salt). The yield is 15.4%. RXN SMILES: [Cl:1][C:2]1[CH:7]=[CH:6][C:5]([NH:8][C:9]2[NH:10][C:11]([C:14]3[CH:19]=[CH:18][C:17]([OH:20])=[CH:16][CH:15]=3)=[N:12][N:13]=2)=[CH:4][C:3]=1[C:21]([F:24])([F:23])[F:22].C[Si]([N-][Si](C)(C)C)(C)C.[K+].Br[C:36]1[CH:37]=[N:38][CH:39]=[CH:40][CH:41]=1.[C:42]([O-:45])([O-])=[O:43].[K+].[K+]>CN(C=O)C.CO>[F:22][C:21]([F:24])([F:23])[C:42]([OH:45])=[O:43].[Cl:1][C:2]1[CH:7]=[CH:6][C:5]([NH:8][C:9]2[NH:10][C:11]([C:14]3[CH:15]=[CH:16][C:17]([O:20][C:36]4[CH:37]=[N:38][CH:39]=[CH:40][CH:41]=4)=[CH:18][CH:19]=3)=[N:12][N:13]=2)=[CH:4][C:3]=1[C:21]([F:22])([F:23])[F:24] |f:1.2,4.5.6,9.10|. Procedure: 4-[5-(4-chloro-3-trifluoromethyl-phenylamino)-4H[1,2,4]triazol-3-yl]-phenol (127.8 mg, 0.36 mmol) was dissolved in 3 mL of anhydrous DMF in a 5 mL microwave vial (Personal Chemistry). Solid potassium bis(trimethylsilyl)amide (144.0 mg, 0.72 mmol) was added and the reaction mixture was stirred with heating at 80° C. for 15 min, then 3-bromopyridine (68.3 mg, 0.432 mmol) was added, followed by anhydrous K2CO3 (50.0 mg, 0.36 mmol). Then the vial was capped and microwaved at 250° C. for 30 min. Then... Reactants: C(C=1C(O)=CC=CC1)(=O)O (salicylic acid), S(O)(O)(=O)=O (sulfuric acid), CO (methanol). The solvent is ClCCl (dichloromethane). Reaction conditions: time 18 hour. The product is C(C=1C(O)=CC=CC1)(=O)OC (methyl salicylate). RXN SMILES: [C:1]([OH:10])(=[O:9])[C:2]1[C:3](=[CH:5][CH:6]=[CH:7][CH:8]=1)[OH:4].S(=O)(=O)(O)O.[CH3:16]O>ClCCl>[C:1]([O:10][CH3:16])(=[O:9])[C:2]1[C:3](=[CH:5][CH:6]=[CH:7][CH:8]=1)[OH:4]. Procedure: Combine salicylic acid (19.4 g, 140.5 mmol), sulfuric acid (20 mL), and methanol (100 mL). Heat to reflux. After 18 hours, pour the reaction mixture into dichloromethane. Separate the layers and extract the aqueous layer twice with dichloromethane. Combine the organic layers and extract three times with 5%.aqueous sodium bicarbonate solution. Dry the organic layer over MgSO4, filter and evaporate invacuo to give methyl salicylate: Rf=0.60 (silica gel, 1/10 ethyl acetate/hexane). Run at temperature 50 celsius. The solvent is CCOCC (ether). Starting materials: CN=C=O (Methyl isocyanate), C(C)OC(CNCC#C)OCC (2,2-diethoxy-N-(2-propynyl)ethylamine). As a reaction SMILES: [CH3:1][N:2]=[C:3]=[O:4].C(O[CH:8](OCC)[CH2:9][NH:10][CH2:11][C:12]#[CH:13])C>CCOCC>[CH3:1][N:2]1[CH:8]=[CH:9][N:10]([CH2:11][C:12]#[CH:13])[C:3]1=[O:4]. Product: CN1C(N(C=C1)CC#C)=O (1,3-Dihydro-methyl-3-(2-propynyl)-2H-imidazol-2-one). Reported procedure: Methyl isocyanate (1.3 g, 0.02 mol) was added to a stirred solution of 2,2-diethoxy-N-(2-propynyl)ethylamine (3.4 g, 0.02 mol) in ether (50 mL). After 30 min the ether was evaporated and the residue was dissolved in water (50 mL), oxalic acid (1.7 g) was added, and the solution was heated at 50° C. for 30 min. The solution was then concentrated to 10 mL and neutralized with 4N NaOH solution, and extracted with ethyl acetate (4×50 mL). The ethyl acetate was evaporated and the residue was chromato... The yield is 77.1%.